Dataset: the Open Reaction Database (ORD), a public repository of structured organic reaction records. Task: describe an organic reaction: reactants, conditions, products, and yield Reactants: C1(=CC=CC=C1)C1CCNCC1 (4-phenylpiperidine), CC(CC(=O)O)CCC1=CC=C(C=C1)Cl ((±)3-methyl-5-(4-chloro-phenyl)-pentanoic acid), C([O-])([O-])=O.[K+].[K+] (potassium carbonate). Solvent: CS(=O)C (dimethyl sulfoxide), O (water). Run at temperature 160 celsius. The product is CC(CC(=O)O)CC(C1=CC=C(C=C1)N1CCC(CC1)C1=CC=CC=C1)=O ((±)3-Methyl-5-oxo-5-[4-(4-phenyl-piperidin-1-yl)-phenyl]-pentanoic acid). RXN SMILES: [C:1]1([CH:7]2[CH2:12][CH2:11][NH:10][CH2:9][CH2:8]2)[CH:6]=[CH:5][CH:4]=[CH:3][CH:2]=1.[CH3:13][CH:14]([CH2:19][CH2:20][C:21]1[CH:26]=[CH:25][C:24](Cl)=[CH:23][CH:22]=1)[CH2:15][C:16]([OH:18])=[O:17].C(=O)([O-])[O-:29].[K+].[K+]>CS(C)=O.O>[CH3:13][CH:14]([CH2:19][C:20](=[O:29])[C:21]1[CH:26]=[CH:25][C:24]([N:10]2[CH2:9][CH2:8][CH:7]([C:1]3[CH:6]=[CH:5][CH:4]=[CH:3][CH:2]=3)[CH2:12][CH2:11]2)=[CH:23][CH:22]=1)[CH2:15][C:16]([OH:18])=[O:17] |f:2.3.4|. Procedure details: A stirred mixture of 4-phenylpiperidine (0.161 g, 1.00 mmol), (±)3-methyl-5-(4-chloro-phenyl)-pentanoic acid (0.241 g, 1.00 mol), and potassium carbonate (0.276 g, 2.00 mol) in dry dimethyl sulfoxide was heated in a sand bath (160° C.) under nitrogen for 15 hours. The mixture was cooled and diluted with water. The aqueous solution was filtered, and the filtrate was acidified with concentrated hydrochloric acid to pH=6. A brown gum formed. The liquid was decanted, and the residue was chromatograp... Reactants: C(C)(=O)OCC.CCCCCC (ethyl acetate hexane), C(C)OC(N(CCC1=CC(=CC=C1)OC)C1=CC(=C(C=C1)O)OC)=O (4-hydroxy-3-methoxy-phenyl-2-(3-methoxy-phenyl)-ethyl-carbamic acid ethyl ester), Cl (hydrochloric acid). The solvent is O (water), CC(=O)C (acetone). Reaction conditions: time 15 hour. Yields the product C(C)OC(=O)N1C(C2=CC(=C(C=C2C=C1)O)OC)CC1=CC(=CC=C1)OC (6-hydroxy-7-methoxy-1-(3-methoxy-benzyl)-1H-isoquinoline-2-carboxylic acid ethyl ester). Isolated yield 37.0%. As a reaction SMILES: [CH2:1]([O:3][C:4](=[O:25])[N:5]([C:16]1[CH:21]=[CH:20][C:19](O)=[C:18]([O:23][CH3:24])[CH:17]=1)[CH2:6][CH2:7][C:8]1[CH:13]=[CH:12][CH:11]=[C:10]([O:14]C)[CH:9]=1)[CH3:2].Cl.[C:27](OCC)(=[O:29])C.[CH3:33][CH2:34]CCCC>CC(C)=O.O>[CH2:1]([O:3][C:4]([N:5]1[CH:6]=[CH:7][C:8]2[C:13](=[CH:12][C:11]([O:29][CH3:27])=[C:10]([OH:14])[CH:9]=2)[CH:16]1[CH2:21][C:20]1[CH:34]=[CH:33][CH:17]=[C:18]([O:23][CH3:24])[CH:19]=1)=[O:25])[CH3:2] |f:2.3|. Procedure: To a stirred solution of (2,2-dimethoxy-ethyl)-[1-(4-hydroxy-3-methoxy-phenyl-2-(3-methoxy-phenyl)-ethyl-carbamic acid ethyl ester (3.7 g, 8.55 mmol) in acetone (150 mL) was added 6N hydrochloric acid (38 mL) at 0° C. The reaction mixture was stirred at room temperature for 15 hrs. The mixture was diluted with water. The solvent was evaporated and the aqueous layer was extracted with ethyl acetate (3×100 mL). The combined extracts were washed with saturated aqueous sodium chloride solution (80 m... The reactants are CC[O-], CC(=O)O, CCO, Cl, NC(=O)c1c(N)sc2c1CCCC2, [Na+], [Na], O. Product: NC(=O)c1c(NC(=O)C(=O)O)sc2c1CCCC2. Reaction SMILES: [CH3:15][CH2:16][O-:17].[CH3:19][C:20]([OH:21])=[O:22].[CH3:25][CH2:26][OH:27].[ClH:23].[NH2:1][c:2]1[c:3]([C:11](=[O:12])[NH2:13])[c:4]2[c:5]([s:6]1)[CH2:7][CH2:8][CH2:9][CH2:10]2.[Na+:14].[Na:18].[OH2:24]>>[NH:1]([c:2]1[c:3]([C:11](=[O:12])[NH2:13])[c:4]2[c:5]([s:6]1)[CH2:7][CH2:8][CH2:9][CH2:10]2)[C:19](=[O:17])[C:20]([OH:21])=[O:22]. Starting materials: BrCCN1N=C(C=C1C(C)=O)N1C(=CC=C1C)C (1-(1-(2-Bromoethyl)-3-(2,5-dimethyl-1H-pyrrol-1-yl)-1H-pyrazol-5-yl)ethanone), [BH4-].[Na+] (NaBH4). Solvent: CO (methanol). Run at time 2 hour. Product: BrCCN1N=C(C=C1C(C)O)N1C(=CC=C1C)C (1-(1-(2-Bromoethyl)-3-(2,5-dimethyl-1H-pyrrol-1-yl)-1H-pyrazol-5-yl)ethanol). Reaction SMILES: [Br:1][CH2:2][CH2:3][N:4]1[C:8]([C:9](=[O:11])[CH3:10])=[CH:7][C:6]([N:12]2[C:16]([CH3:17])=[CH:15][CH:14]=[C:13]2[CH3:18])=[N:5]1.[BH4-].[Na+]>CO>[Br:1][CH2:2][CH2:3][N:4]1[C:8]([CH:9]([OH:11])[CH3:10])=[CH:7][C:6]([N:12]2[C:16]([CH3:17])=[CH:15][CH:14]=[C:13]2[CH3:18])=[N:5]1 |f:1.2|. Reported procedure: A 100-mL round-bottomed flask equipped with a magnetic stirrer was charged with 150e (2.1 g, 1.0 eq., 6.8 mmol), NaBH4 (1.29 g, 5.0 eq., 34.0 mmol), and methanol (50 mL). The mixture was stirred at room temperature for 2 h and quenched with water (30 mL). It was then concentrated under reduced pressure and the residue was extracted with dichloromethane (3×50 mL). The combined organic layer was concentrated under reduced pressure to afford crude 150f, which was used in the next step without furth... Starting materials: CS(C)=O, C=CS(=O)(=O)N1CCC(c2c[nH]c3c(C(N)=O)cc(-c4ccccc4)cc23)CC1, [Na+], [OH-]. Product: NC(=O)c1cc(-c2ccccc2)cc2c(C3CCN(S(=O)(=O)CCO)CC3)c[nH]c12. RXN SMILES: [CH3:32][S:33]([CH3:34])=[O:35].[CH:1](=[CH2:2])[S:3](=[O:4])(=[O:5])[N:6]1[CH2:7][CH2:8][CH:9]([c:12]2[cH:13][nH:14][c:15]3[c:16]([C:27](=[O:28])[NH2:29])[cH:17][c:18](-[c:21]4[cH:22][cH:23][cH:24][cH:25][cH:26]4)[cH:19][c:20]23)[CH2:10][CH2:11]1.[Na+:31].[OH-:30]>>[CH2:1]([CH2:2][OH:30])[S:3](=[O:4])(=[O:5])[N:6]1[CH2:7][CH2:8][CH:9]([c:12]2[cH:13][nH:14][c:15]3[c:16]([C:27](=[O:28])[NH2:29])[cH:17][c:18](-[c:21]4[cH:22][cH:23][cH:24][cH:25][cH:26]4)[cH:19][c:20]23)[CH2:10][CH2:11]1.